This data is from the Open Reaction Database (ORD), a public repository of structured organic reaction records. The task is: describe an organic reaction: reactants, conditions, products, and yield RXN SMILES: C(NCC)C.[NH:6](C(OCC1C2C(=CC=CC=2)C2C1=CC=CC=2)=O)[C@H:7]([C:15]([N:17]1[CH2:61][CH2:60][CH2:59][C@H:18]1[C:19]([NH:21][C@H:22]([C:30]([NH:32][C@H:33]([C:41]([NH:43][C@H:44]([C:52]([O:54][C:55]([CH3:58])([CH3:57])[CH3:56])=[O:53])[CH2:45][C:46]1[CH:51]=[CH:50][CH:49]=[CH:48][CH:47]=1)=[O:42])[CH2:34][CH2:35][CH2:36][NH:37][C:38](=[NH:40])[NH2:39])=[O:31])[CH2:23][S:24][S:25][C:26]([CH3:29])([CH3:28])[CH3:27])=[O:20])=[O:16])[CH2:8][CH2:9][CH2:10][NH:11][C:12](=[NH:14])[NH2:13]>CN(C)C=O>[NH2:6][C@H:7]([C:15]([N:17]1[CH2:61][CH2:60][CH2:59][C@H:18]1[C:19]([NH:21][C@H:22]([C:30]([NH:32][C@H:33]([C:41]([NH:43][C@H:44]([C:52]([O:54][C:55]([CH3:58])([CH3:57])[CH3:56])=[O:53])[CH2:45][C:46]1[CH:51]=[CH:50][CH:49]=[CH:48][CH:47]=1)=[O:42])[CH2:34][CH2:35][CH2:36][NH:37][C:38](=[NH:39])[NH2:40])=[O:31])[CH2:23][S:24][S:25][C:26]([CH3:29])([CH3:27])[CH3:28])=[O:20])=[O:16])[CH2:8][CH2:9][CH2:10][NH:11][C:12](=[NH:13])[NH2:14].[CH3:44][C:52]([OH:54])=[O:53].[CH3:44][C:52]([OH:54])=[O:53].[CH3:44][C:52]([OH:54])=[O:53] |f:3.4.5.6|. Conditions: time 10 minute. Procedure: 3.32 ml of diethylamine are added to a solution of 3.3 g of Fmoc-Arg-Pro-Cys(StBu)-Arg-Phe-OtBu (crude substance) in 20 ml of dimethylformamide. After 10 minutes at room temperature, the mixture is concentrated in vacuo. The residue is triturated with ether and filtered off with suction. Solvent: CN(C=O)C (dimethylformamide). Yields the product N[C@@H](CCCNC(N)=N)C(=O)N1[C@H](C(=O)N[C@@H](CSSC(C)(C)C)C(=O)N[C@@H](CCCNC(N)=N)C(=O)N[C@@H](CC2=CC=CC=C2)C(=O)OC(C)(C)C)CCC1.CC(=O)O.CC(=O)O.CC(=O)O (H-Arg-Pro-Cys(StBu)-Arg-Phe-OtBu triacetate). Reactants: C(C)NCC (diethylamine), N([C@@H](CCCNC(N)=N)C(=O)N1[C@H](C(=O)N[C@@H](CSSC(C)(C)C)C(=O)N[C@@H](CCCNC(N)=N)C(=O)N[C@@H](CC2=CC=CC=C2)C(=O)OC(C)(C)C)CCC1)C(=O)OCC1C2=CC=CC=C2C2=CC=CC=C12 (Fmoc-Arg-Pro-Cys(StBu)-Arg-Phe-OtBu).